Dataset: the Open Reaction Database (ORD), a public repository of structured organic reaction records. Task: describe an organic reaction: reactants, conditions, products, and yield Product: ClCCCOc1ccc(Cl)cc1. RXN SMILES: [Br:9][CH2:10][CH2:11][CH2:12][Cl:13].[C:14](=[O:15])([O-:16])[O-:17].[CH3:20][C:21](=[O:22])[CH3:23].[Cl:1][c:2]1[cH:3][cH:4][c:5]([OH:8])[cH:6][cH:7]1.[K+:18].[K+:19]>>[Cl:1][c:2]1[cH:3][cH:4][c:5]([O:8][CH2:10][CH2:11][CH2:12][Cl:13])[cH:6][cH:7]1. Reactants: ClCCCBr, O=C([O-])[O-], CC(C)=O, Oc1ccc(Cl)cc1, [K+], [K+]. The reactants are C(C)OC(C(C=C(COCC1=CC=CC=C1)CP(=O)(OC(C)C)OC(C)C)NC=O)=O (5-benzyloxy-4-diisopropylphosphonomethyl-2-formylamino-pent-3-enoic acid ethyl ester), C[Si](Br)(C)C (trimethylbromosilane), C(C)O (ethanol), C1C(C)O1 (propylene oxide), C(C)O (ethanol). Solvent: ClCCl (dichloromethane). Conditions: time 6 hour. The product is C(C)OC(C(C=C(COCC1=CC=CC=C1)CP(=O)(O)O)N)=O (2-amino-5-benzyloxy-4-phosphonomethyl-pent-3-enoic acid ethyl ester). RXN SMILES: [CH2:1]([O:3][C:4](=[O:31])[CH:5]([NH:28]C=O)[CH:6]=[C:7]([CH2:17][P:18]([O:24]C(C)C)([O:20]C(C)C)=[O:19])[CH2:8][O:9][CH2:10][C:11]1[CH:16]=[CH:15][CH:14]=[CH:13][CH:12]=1)[CH3:2].C[Si](C)(C)Br.C(O)C.C1OC1C>ClCCl>[CH2:1]([O:3][C:4](=[O:31])[CH:5]([NH2:28])[CH:6]=[C:7]([CH2:17][P:18]([OH:20])([OH:24])=[O:19])[CH2:8][O:9][CH2:10][C:11]1[CH:12]=[CH:13][CH:14]=[CH:15][CH:16]=1)[CH3:2]. Procedure details: 0.68 g (1.49 mmol) of 5-benzyloxy-4-diisopropylphosphonomethyl-2-formylamino-pent-3-enoic acid ethyl ester is dissolved in 10 ml of dichloromethane, and 0.8 ml (6 mmol) of trimethylbromosilane is added dropwise at room temperature. The mixture is left to stand at room temperature for 6 hours, 10 ml of ethanol are added dropwise, the mixture is left to stand for a further 18 hours and is concentrated by evaporation, the residue is dissolved in 5 ml of ethanol, and a mixture of ml of propylene oxi... Reactants: CI (methyl iodide), C(C1=CC=CC=C1)OC(=O)N1[C@]([C@@H](CC1)C(C)(C)C)(O)CO[SiH](C)C (N-benzyloxycarbonyl-(2R)-tert-butyldimethylsilyloxymethyl-(3S)-hydroxypyrrolidine), [H-].[Na+] (sodium hydride), O (Water). The solvent is CN(C)C=O (DMF). Run at temperature 0 celsius. Product: C(C1=CC=CC=C1)OC(=O)N1[C@]([C@@H](CC1)C(C)(C)C)(OC)CO[SiH](C)C (N-benzyloxycarbonyl-(2R)-tert-butyldimethylsilyloxymethyl-(3S)-methoxypyrrolidine). As a reaction SMILES: [CH3:1]I.[CH2:3]([O:10][C:11]([N:13]1[CH2:17][CH2:16][C@@H:15]([C:18]([CH3:21])([CH3:20])[CH3:19])[C@:14]1([CH2:23][O:24][SiH:25]([CH3:27])[CH3:26])[OH:22])=[O:12])[C:4]1[CH:9]=[CH:8][CH:7]=[CH:6][CH:5]=1.[H-].[Na+].O>CN(C=O)C>[CH2:3]([O:10][C:11]([N:13]1[CH2:17][CH2:16][C@@H:15]([C:18]([CH3:20])([CH3:21])[CH3:19])[C@:14]1([CH2:23][O:24][SiH:25]([CH3:27])[CH3:26])[O:22][CH3:1])=[O:12])[C:4]1[CH:5]=[CH:6][CH:7]=[CH:8][CH:9]=1 |f:2.3|. Procedure details: In DMF (10 ml), methyl iodide (0.53 ml, 8.51 mmol) was added to N-benzyloxycarbonyl-(2R)-tert-butyldimethylsilyloxymethyl-(3S)-hydroxypyrrolidine (2.60 g, 7.11 mmol) and sodium hydride (0.34 g, 14.2 mmol) under stirring at 0° C. The reaction mixture was stirred further at the same temperature for 13 hours. Water was added to the reaction mixture, followed by extraction with ethyl acetate. The extract was washed with saturated brine, dried over anhydrous sodium sulfate, and distilled under reduce... Reactants: C(C1=CC=CC=C1)OC(NC(CC(C)C)C1=NOC(=C1)C(OCC)OCC)=O ([1-(5-diethoxymethyl-isoxazol-3-yl)-3-methyl-butyl]-carbamic acid benzyl ester), C(=O)(O)[O-].[Na+] (NaHCO3). The reagents and catalysts are OS(=O)(=O)O (H2SO4). Solvent: CC(=O)C (acetone). The product is C(C1=CC=CC=C1)OC(NC(CC(C)C)C1=NOC(=C1)C=O)=O ([1-(5-Formyl-isoxazol-3-yl)-3-methyl-butyl]-carbamic acid benzyl ester). Yield: 53.6%. As a reaction SMILES: [CH2:1]([O:8][C:9](=[O:28])[NH:10][CH:11]([C:16]1[CH:20]=[C:19]([CH:21](OCC)[O:22]CC)[O:18][N:17]=1)[CH2:12][CH:13]([CH3:15])[CH3:14])[C:2]1[CH:7]=[CH:6][CH:5]=[CH:4][CH:3]=1.C([O-])(O)=O.[Na+]>OS(O)(=O)=O.CC(C)=O>[CH2:1]([O:8][C:9](=[O:28])[NH:10][CH:11]([C:16]1[CH:20]=[C:19]([CH:21]=[O:22])[O:18][N:17]=1)[CH2:12][CH:13]([CH3:15])[CH3:14])[C:2]1[CH:7]=[CH:6][CH:5]=[CH:4][CH:3]=1 |f:1.2|. Procedure details: A stirred mixture of [1-(5-diethoxymethyl-isoxazol-3-yl)-3-methyl-butyl]-carbamic acid benzyl ester (920 mg, 2.4 mmol), acetone (50 ml) and H2SO4 (10 drops) was heated to reflux. After 35 min. the mixture was cooled to room temperature, neutralized with solid NaHCO3 and concentrated under reduced pressure. The resulting paste was taken up in EtOAc; washed with water and brine; dried over Na2SO4; filtered; and concentrated under reduced pressure to give a light yellow oil. Purification by Flash 4... Starting materials: CCOC(C)=O, CN1CCOCC1, CCCCCC, CS(=O)(=O)Cl, ClCCl, NCCCC(c1cc(F)ccc1F)S(=O)(=O)c1ccc(Cl)cc1, Cl. Product: CS(=O)(=O)NCCCC(c1cc(F)ccc1F)S(=O)(=O)c1ccc(Cl)cc1. RXN SMILES: [C:46]([O:47][CH2:48][CH3:49])(=[O:50])[CH3:51].[CH3:1][N:2]1[CH2:3][CH2:4][O:5][CH2:6][CH2:7]1.[CH3:40][CH2:41][CH2:42][CH2:43][CH2:44][CH3:45].[CH3:8][S:9]([Cl:10])(=[O:11])=[O:12].[Cl:13][CH2:14][Cl:15].[Cl:17][c:18]1[cH:19][cH:20][c:21]([S:24](=[O:25])(=[O:26])[CH:27]([CH2:28][CH2:29][CH2:30][NH2:31])[c:32]2[c:33]([F:39])[cH:34][cH:35][c:36]([F:38])[cH:37]2)[cH:22][cH:23]1.[ClH:16]>>[CH3:8][S:9](=[O:11])(=[O:12])[NH:31][CH2:30][CH2:29][CH2:28][CH:27]([S:24]([c:21]1[cH:20][cH:19][c:18]([Cl:17])[cH:23][cH:22]1)(=[O:25])=[O:26])[c:32]1[c:33]([F:39])[cH:34][cH:35][c:36]([F:38])[cH:37]1. Reactants: CCCCCCc1cccc(-c2nc(C#CCO)c(C(=O)N3CCC(N4CCCC4)CC3)n2C)c1, O=[Pt]. The product is CCCCCCc1cccc(-c2nc(CCCO)c(C(=O)N3CCC(N4CCCC4)CC3)n2C)c1. RXN SMILES: [CH2:1]([CH2:2][CH2:3][CH2:4][CH2:5][CH3:6])[c:7]1[cH:8][c:9](-[c:13]2[n:14][c:15]([C:32]#[C:33][CH2:34][OH:35])[c:16]([C:19](=[O:20])[N:21]3[CH2:22][CH2:23][CH:24]([N:27]4[CH2:28][CH2:29][CH2:30][CH2:31]4)[CH2:25][CH2:26]3)[n:17]2[CH3:18])[cH:10][cH:11][cH:12]1.[Pt:36]=[O:37]>>[CH2:1]([CH2:2][CH2:3][CH2:4][CH2:5][CH3:6])[c:7]1[cH:8][c:9](-[c:13]2[n:14][c:15]([CH2:32][CH2:33][CH2:34][OH:35])[c:16]([C:19](=[O:20])[N:21]3[CH2:22][CH2:23][CH:24]([N:27]4[CH2:28][CH2:29][CH2:30][CH2:31]4)[CH2:25][CH2:26]3)[n:17]2[CH3:18])[cH:10][cH:11][cH:12]1. Reactants: OC=1C=C(C=CC1)C(C)=O (3'-hydroxyacetophenone), C(C1=CC=CC=C1)=O (benzaldehyde), O.[OH-].[Ba+2].[OH-] (barium hydroxide, monohydrate), C(C)O (ethanol). Run in Cl (hydrochloric acid). The product is OC=1C=C(C(C=CC2=CC=CC=C2)=O)C=CC1 (3'-hydroxychalcone). Isolated yield 93.6%. As a reaction SMILES: [OH:1][C:2]1[CH:3]=[C:4]([C:8](=[O:10])[CH3:9])[CH:5]=[CH:6][CH:7]=1.[CH:11](=O)[C:12]1[CH:17]=[CH:16][CH:15]=[CH:14][CH:13]=1.O.[OH-].[Ba+2].[OH-].C(O)C>Cl>[OH:1][C:2]1[CH:3]=[C:4]([CH:5]=[CH:6][CH:7]=1)[C:8](=[O:10])[CH:9]=[CH:11][C:12]1[CH:17]=[CH:16][CH:15]=[CH:14][CH:13]=1 |f:2.3.4.5|. Reported procedure: To a 250 ml round bottom flask equipped with a magnetic stirrer and reflux condensor, was charged 2.7 g (0.02 moles) of 3'-hydroxyacetophenone, 2.1 g (0.02 moles) of benzaldehyde, 2.0 g (0.011 moles) of barium hydroxide, monohydrate, and 20 ml of absolute ethanol. The reaction was refluxed for a total of 2.5 hours, after which it became thick and difficult to stir. Upon cooling, the resulting solid was dissolved in 100 mls of 1N aqueous hydrochloric acid, and another solid was observed to precip... The reactants are CN1CCNCC1 (N-methylpiperazine), [Li]CCCC (n-BuLi), CN(CCN(C)C)C (tetramethylethylenediamine), [Li]CCCC (n-BuLi), O1C=CC2=C1C=CC(=C2)C=O (1-Benzofuran-5-carbaldehyde), C(CCC)[Sn](CCCC)(CCCC)Cl (tributyltin chloride). Solvent: C1CCOC1 (THF), CCCCCC (hexane). Conditions: temperature 0 celsius, time 40 minute. The product is C(CCC)[Sn](C=1OC2=C(C1)C=C(C=C2)C=O)(CCCC)CCCC (2-(tributylstannyl)-1-benzofuran-5-carbaldehyde). The yield is 33.8%. RXN SMILES: CN1CCNCC1.[Li]CCCC.[O:13]1[C:17]2[CH:18]=[CH:19][C:20]([CH:22]=[O:23])=[CH:21][C:16]=2[CH:15]=[CH:14]1.CN(C)CCN(C)C.[CH2:32]([Sn:36](Cl)([CH2:41][CH2:42][CH2:43][CH3:44])[CH2:37][CH2:38][CH2:39][CH3:40])[CH2:33][CH2:34][CH3:35]>CCCCCC.C1COCC1>[CH2:41]([Sn:36]([CH2:32][CH2:33][CH2:34][CH3:35])([CH2:37][CH2:38][CH2:39][CH3:40])[C:14]1[O:13][C:17]2[CH:18]=[CH:19][C:20]([CH:22]=[O:23])=[CH:21][C:16]=2[CH:15]=1)[CH2:42][CH2:43][CH3:44]. Reported procedure: To a solution of N-methylpiperazine (0.75 g, 7.5 mmol) in hexane (15 mL) at 0° C. under nitrogen was added dropwise a solution of n-BuLi (3 mL, 7.43 mmol, 2.5M/hexanes), and the reaction mixture was stirred at 0° C. for 40 min. 1-Benzofuran-5-carbaldehyde (1.0 g, 6.8 mmol) was added dropwise to the reaction mixture at 0° C. and the resulting mixture was stirred at 0° C. for 15 min. After addition of tetramethylethylenediamine (TMEDA) (1.7 g, 14.96 mmol), a solution of n-BuLi (6.0 mL, 14.86 mmol,... Reactants: ClCCl, O=C(O)C(CC1CCCC1)n1ncc(Oc2ccccc2)cc1=O, CCN(C(C)C)C(C)C, CC(C)(O)Cn1ccc(N)n1. Yields the product CC(C)(O)Cn1ccc(NC(=O)C(CC2CCCC2)n2ncc(Oc3ccccc3)cc2=O)n1. RXN SMILES: [CH2:45]([Cl:46])[Cl:47].[CH:1]1([CH2:6][CH:7]([C:8](=[O:9])[OH:10])[n:11]2[n:12][cH:13][c:14]([O:18][c:19]3[cH:20][cH:21][cH:22][cH:23][cH:24]3)[cH:15][c:16]2=[O:17])[CH2:2][CH2:3][CH2:4][CH2:5]1.[CH:25]([N:26]([CH2:27][CH3:28])[CH:29]([CH3:30])[CH3:31])([CH3:32])[CH3:33].[NH2:34][c:35]1[n:36][n:37]([CH2:40][C:41]([CH3:42])([OH:43])[CH3:44])[cH:38][cH:39]1>>[CH:1]1([CH2:6][CH:7]([C:8](=[O:9])[NH:34][c:35]2[n:36][n:37]([CH2:40][C:41]([CH3:42])([OH:43])[CH3:44])[cH:38][cH:39]2)[n:11]2[n:12][cH:13][c:14]([O:18][c:19]3[cH:20][cH:21][cH:22][cH:23][cH:24]3)[cH:15][c:16]2=[O:17])[CH2:2][CH2:3][CH2:4][CH2:5]1. The reactants are C1(CC1)C=1C=CC(=NC1OCC1CC1)C(=O)O (5-cyclopropyl-6-cyclopropylmethoxy-pyridine-2-carboxylic acid), FC([C@@H](C=1C=NC=CC1)N)(F)F ((R)-2,2,2-trifluoro-1-pyridin-3-yl-ethylamine). The product is C1(CC1)C=1C=CC(=NC1OCC1CC1)C(=O)N[C@@H](C(F)(F)F)C=1C=NC=CC1 ((R)-5-Cyclopropyl-6-(cyclopropylmethoxy)-N-(2,2,2-trifluoro-1-(pyridin-3-yl)ethyl)-picolinamide). RXN SMILES: [CH:1]1([C:4]2[CH:5]=[CH:6][C:7]([C:15]([OH:17])=O)=[N:8][C:9]=2[O:10][CH2:11][CH:12]2[CH2:14][CH2:13]2)[CH2:3][CH2:2]1.[F:18][C:19]([F:29])([F:28])[C@H:20]([NH2:27])[C:21]1[CH:22]=[N:23][CH:24]=[CH:25][CH:26]=1>>[CH:1]1([C:4]2[CH:5]=[CH:6][C:7]([C:15]([NH:27][C@H:20]([C:21]3[CH:22]=[N:23][CH:24]=[CH:25][CH:26]=3)[C:19]([F:18])([F:28])[F:29])=[O:17])=[N:8][C:9]=2[O:10][CH2:11][CH:12]2[CH2:13][CH2:14]2)[CH2:2][CH2:3]1. Procedure details: The title compound was synthesized in analogy to Example 1, using 5-cyclopropyl-6-cyclopropylmethoxy-pyridine-2-carboxylic acid (Example 42 a) and (R)-2,2,2-trifluoro-1-pyridin-3-yl-ethylamine (CAN 1212813-98-3) as starting materials, MS (EI): m/e=392.2 [M+H]+.